From a dataset of the Open Reaction Database (ORD), a public repository of structured organic reaction records. describe an organic reaction: reactants, conditions, products, and yield Reactants: FC1=C(C=C(C=C1)O)C (4-fluoro-3-methylphenol), BrC1=C(C=C(C(=C1)C)C)O (2-bromo-4,5-dimethylphenol). The product is BrC1=C(C=C(C(=C1)F)C)O (2-Bromo-4-fluoro-5-methylphenol). Yield: 94.0%. As a reaction SMILES: [F:1][C:2]1[CH:7]=[CH:6][C:5]([OH:8])=[CH:4][C:3]=1[CH3:9].[Br:10]C1C=C(C)C(C)=CC=1O>>[Br:10][C:6]1[CH:7]=[C:2]([F:1])[C:3]([CH3:9])=[CH:4][C:5]=1[OH:8]. Procedure: Prepared in 94% yield from 4-fluoro-3-methylphenol following the procedure for 2-bromo-4,5-dimethylphenol. 1H NMR (400 MHz, CDCl3) δ 7.14 (d, J=8.5 Hz, 3H), 6.86 (d, J=7.0 Hz, 3H), 5.23 (s, 3H), 2.22 (d, J=1.8 Hz, 9H). Reactants: CN1CCN(CC1)C1=CC=C(C=C1)S(=O)(=O)NCCC1=CC=C(C=C1)OC(N(C1=CC=CC=C1)C)=O (methyl-phenyl-carbamic acid 4-{2-[4-(4-methyl-piperazin-1-yl)-benzenesulfonylamino]-ethyl}-phenyl ester), C=O (formaldehyde), sulfonamide, C(C)=O (acetaldehyde). The product is CC1N(CCC2=CC=C(C=C12)OC(N(C1=CC=CC=C1)C)=O)S(=O)(=O)C1=CC=C(C=C1)N1CCN(CC1)C (Methyl-phenyl-carbamic acid 1-methyl-2-[4-(4-methyl-piperazin-1-yl)-benzenesulfonyl]-1,2,3,4-tetrahydro-isoquinolin-7-yl ester). Reaction SMILES: [CH3:1][N:2]1[CH2:7][CH2:6][N:5]([C:8]2[CH:13]=[CH:12][C:11]([S:14]([NH:17][CH2:18][CH2:19][C:20]3[CH:25]=[CH:24][C:23]([O:26][C:27](=[O:36])[N:28]([CH3:35])[C:29]4[CH:34]=[CH:33][CH:32]=[CH:31][CH:30]=4)=[CH:22][CH:21]=3)(=[O:16])=[O:15])=[CH:10][CH:9]=2)[CH2:4][CH2:3]1.[CH:37](=O)[CH3:38].C=O>>[CH3:37][CH:38]1[C:25]2[C:20](=[CH:21][CH:22]=[C:23]([O:26][C:27](=[O:36])[N:28]([CH3:35])[C:29]3[CH:30]=[CH:31][CH:32]=[CH:33][CH:34]=3)[CH:24]=2)[CH2:19][CH2:18][N:17]1[S:14]([C:11]1[CH:10]=[CH:9][C:8]([N:5]2[CH2:4][CH2:3][N:2]([CH3:1])[CH2:7][CH2:6]2)=[CH:13][CH:12]=1)(=[O:16])=[O:15]. Procedure details: The title compound was prepared using methyl-phenyl-carbamic acid 4-{2-[4-(4-methyl-piperazin-1-yl)-benzenesulfonylamino]-ethyl}-phenyl ester as the sulfonamide and acetaldehyde in stead of formaldehyde. The crude product was purified by preparative HPLC (Gilson) (12%, brown oil). Reaction SMILES: [CH2:19]1[O:20][CH2:21][CH2:22][CH2:23]1.[CH2:1]([c:2]1[cH:3][cH:4][cH:5][cH:6][cH:7]1)[O:8][C:9]([NH:10][CH:11]1[CH2:12][CH2:13]1)=[O:14].[CH3:15][I:16].[H-:18].[Na+:17].[O:24]=[CH:25][N:26]([CH3:27])[CH3:28]>>[CH2:1]([c:2]1[cH:3][cH:4][cH:5][cH:6][cH:7]1)[O:8][C:9]([N:10]([CH:11]1[CH2:12][CH2:13]1)[CH3:15])=[O:14]. Reactants: C1CCOC1, O=C(NC1CC1)OCc1ccccc1, CI, [H-], [Na+], CN(C)C=O. The product is CN(C(=O)OCc1ccccc1)C1CC1.